Dataset: the Open Reaction Database (ORD), a public repository of structured organic reaction records. Task: describe an organic reaction: reactants, conditions, products, and yield Starting materials: [Si](C)(C)(C(C)(C)C)O[C@@H]1CN(CC[C@H]1N1CCOCC1)C=1C(=C(C=C(C1)C#N)NC(OC(C)(C)C)=O)Cl ((+/−)-tert-butyl (3-((3R,4R)-3-((tert-butyldimethylsilyl)oxy)-4-morpholinopiperidin-1-yl)-2-chloro-5-cyanophenyl)carbamate), C(=O)(C(F)(F)F)O (TFA). Run in ClCCl (dichloromethane). Yields the product NC=1C=C(C#N)C=C(C1Cl)N1C[C@H]([C@@H](CC1)N1CCOCC1)O[Si](C)(C)C(C)(C)C ((+/−)-3-amino-5-((3R,4R)-3-((tert-butyldimethylsilyl)oxy)-4-morpholinopiperidin-1-yl)-4-chlorobenzonitrile). RXN SMILES: [Si:1]([O:8][C@H:9]1[C@H:14]([N:15]2[CH2:20][CH2:19][O:18][CH2:17][CH2:16]2)[CH2:13][CH2:12][N:11]([C:21]2[C:22]([Cl:37])=[C:23]([NH:29]C(=O)OC(C)(C)C)[CH:24]=[C:25]([C:27]#[N:28])[CH:26]=2)[CH2:10]1)([C:4]([CH3:7])([CH3:6])[CH3:5])([CH3:3])[CH3:2].C(O)(C(F)(F)F)=O>ClCCl>[NH2:29][C:23]1[CH:24]=[C:25]([CH:26]=[C:21]([N:11]2[CH2:12][CH2:13][C@@H:14]([N:15]3[CH2:16][CH2:17][O:18][CH2:19][CH2:20]3)[C@H:9]([O:8][Si:1]([C:4]([CH3:7])([CH3:6])[CH3:5])([CH3:2])[CH3:3])[CH2:10]2)[C:22]=1[Cl:37])[C:27]#[N:28]. Procedure details: (+/−)-tert-butyl (3-((3R,4R)-3-((tert-butyldimethylsilyl)oxy)-4-morpholinopiperidin-1-yl)-2-chloro-5-cyanophenyl)carbamate (138 mg, 0.250 mmol) was treated with TFA (25% in 1,2-dichloroethane, 3 mL, 9.73 mmol) at room temperature for 1 h. The reaction mixture was diluted with dichloromethane and washed with cold saturated sodium bicarbonate/1N aqueous sodium hydroxide (pH 10). The layers were separated and aqueous layer was extracted with dichloromethane two more times. The combined organic laye... Isolated yield 94.0%. The reactants are C(C)(C)(C)OC(=O)N[C@@H](CC=1N=CSC1)C(=O)N[C@H]([C@H](C[C@H](C(=O)NCCCC)C)O)CC1CCCCC1 ((2R, 4S, 5S)-5-[N-(t-butoxycarbonyl)-3-(4-thiazolyl)-L-alanyl]amino-N-butyl-6-cyclohexyl-4-hydroxy-2-methylhexanamide), COC1=CC=C(C[C@@H](C(=O)O)CC(=O)N(C)CC2=CC=CC=C2)C=C1 (2(R)-(4-methoxybenzyl)-3-(N-benzyl-N-methylaminocarbonyl)propionic acid). The product is C(CCC)NC([C@@H](C[C@@H]([C@H](CC1CCCCC1)NC([C@@H](NC([C@@H](CC(=O)N(C)CC1=CC=CC=C1)CC1=CC=C(C=C1)OC)=O)CC=1N=CSC1)=O)O)C)=O ((2R, 4S, 5S)-N-Butyl-6-cyclohexyl-4-hydroxy-5-{N-[2(R)-(4-methoxybenzyl)-3-(N-benzyl-N-methylaminocarbonyl)-propionyl]-3-(4-thiazolyl)-L-alanyl}amino-2-methylhexanamide). The yield is 69.7%. As a reaction SMILES: C(O[C:6]([NH:8][C@H:9]([C:16]([NH:18][C@@H:19]([CH2:32][CH:33]1[CH2:38][CH2:37][CH2:36][CH2:35][CH2:34]1)[C@@H:20]([OH:31])[CH2:21][C@@H:22]([CH3:30])[C:23]([NH:25][CH2:26][CH2:27][CH2:28][CH3:29])=[O:24])=[O:17])[CH2:10][C:11]1[N:12]=[CH:13][S:14][CH:15]=1)=[O:7])(C)(C)C.[CH3:39][O:40][C:41]1[CH:63]=[CH:62][C:44]([CH2:45][C@H:46]([CH2:50][C:51]([N:53]([CH2:55][C:56]2[CH:61]=[CH:60][CH:59]=[CH:58][CH:57]=2)[CH3:54])=[O:52])C(O)=O)=[CH:43][CH:42]=1>>[CH2:26]([NH:25][C:23](=[O:24])[C@H:22]([CH3:30])[CH2:21][C@H:20]([OH:31])[C@@H:19]([NH:18][C:16](=[O:17])[C@H:9]([CH2:10][C:11]1[N:12]=[CH:13][S:14][CH:15]=1)[NH:8][C:6](=[O:7])[C@H:46]([CH2:45][C:44]1[CH:62]=[CH:63][C:41]([O:40][CH3:39])=[CH:42][CH:43]=1)[CH2:50][C:51]([N:53]([CH2:55][C:56]1[CH:61]=[CH:60][CH:59]=[CH:58][CH:57]=1)[CH3:54])=[O:52])[CH2:32][CH:33]1[CH2:38][CH2:37][CH2:36][CH2:35][CH2:34]1)[CH2:27][CH2:28][CH3:29]. Reported procedure: The procedure described in Example 6(b) was repeated, but using 150 mg (0.27 mmole) of (2R, 4S, 5S)-5-[N-(t-butoxycarbonyl)-3-(4-thiazolyl)-L-alanyl]amino-N-butyl-6-cyclohexyl-4-hydroxy-2-methylhexanamide [prepared as described in Example 6(a)] and 92 mg (0.27 mmole) of 2(R)-(4-methoxybenzyl)-3-(N-benzyl-N-methylaminocarbonyl)propionic acid, to afford 146 mg of the title compound as a white powder, melting at 112°-114° C. Starting materials: C1CCOC1, CCCN(CCC)c1nc(C)cc(C(=O)OC)n1, CO, [Li+], [OH-], O, O. Yields the product CCCN(CCC)c1nc(C)cc(C(=O)O)n1. As a reaction SMILES: [CH2:19]1[O:20][CH2:21][CH2:22][CH2:23]1.[CH2:1]([CH2:2][CH3:3])[N:4]([c:5]1[n:6][c:7]([CH3:15])[cH:8][c:9]([C:11](=[O:12])[O:13][CH3:14])[n:10]1)[CH2:16][CH2:17][CH3:18].[CH3:27][OH:28].[Li+:26].[OH-:25].[OH2:24].[OH2:29]>>[CH2:1]([CH2:2][CH3:3])[N:4]([c:5]1[n:6][c:7]([CH3:15])[cH:8][c:9]([C:11](=[O:12])[OH:13])[n:10]1)[CH2:16][CH2:17][CH3:18]. Reactants: C(C1=CC=CC=C1)C=1C=NC2=C(C=CC=C2C1C=1C=C(C=CC1)O)C(F)(F)F (3-(3-Benzyl-8-trifluoromethyl-quinolin-4-yl)-phenol), BrCC1=C(C=C(C(=O)O)C=C1)F (4-Bromomethyl-3-fluoro-benzoic acid). Yields the product C(C1=CC=CC=C1)C=1C=NC2=C(C=CC=C2C1C=1C=C(OCC2=C(C=C(C(=O)O)C=C2)F)C=CC1)C(F)(F)F (4-({3-[3-BENZYL-8-(TRIFLUOROMETHYL)QUINOLIN-4-YL] PHENOXY}METHYL)-3-FLUOROBENZOIC ACID). Reaction SMILES: [CH2:1]([C:8]1[CH:9]=[N:10][C:11]2[C:16]([C:17]=1[C:18]1[CH:19]=[C:20]([OH:24])[CH:21]=[CH:22][CH:23]=1)=[CH:15][CH:14]=[CH:13][C:12]=2[C:25]([F:28])([F:27])[F:26])[C:2]1[CH:7]=[CH:6][CH:5]=[CH:4][CH:3]=1.Br[CH2:30][C:31]1[CH:39]=[CH:38][C:34]([C:35]([OH:37])=[O:36])=[CH:33][C:32]=1[F:40]>>[CH2:1]([C:8]1[CH:9]=[N:10][C:11]2[C:16]([C:17]=1[C:18]1[CH:19]=[C:20]([CH:21]=[CH:22][CH:23]=1)[O:24][CH2:30][C:31]1[CH:39]=[CH:38][C:34]([C:35]([OH:37])=[O:36])=[CH:33][C:32]=1[F:40])=[CH:15][CH:14]=[CH:13][C:12]=2[C:25]([F:28])([F:26])[F:27])[C:2]1[CH:3]=[CH:4][CH:5]=[CH:6][CH:7]=1. Procedure: The title compound was prepared from 3-(3-Benzyl-8-trifluoromethyl-quinolin-4-yl)-phenol and 4-Bromomethyl-3-fluoro-benzoic acid following the procedure of Example 478: MS m/z 532; MS m/z 530; HRMS: calcd for C31H21F4NO3+H+, 532.15303; found (ESI, [M+H]+), 532.153; Starting materials: O1C(OCC1)C1=CSC=C1 (3-(1,3-dioxolan-2-yl)thiophene), C(CCC)[Li] (n-butyllithium), C(C)(=O)OCC (ethyl acetate), ice water, S(=O)(=O)(Cl)Cl (sulfuryl chloride). Solvent: O1CCCC1 (tetrahydrofuran), CCCCCC (hexane). Reaction conditions: time 20 minute. The product is O1C(OCC1)C1=C(SC=C1)S(=O)(=O)Cl (3-(1,3-Dioxolan-2-yl)thiophene-2-sulfonyl chloride). Yield: 64.1%. Reaction SMILES: [O:1]1[CH2:5][CH2:4][O:3][CH:2]1[C:6]1[CH:10]=[CH:9][S:8][CH:7]=1.C([Li])CCC.[S:16](Cl)([Cl:19])(=[O:18])=[O:17].C(OCC)(=O)C>O1CCCC1.CCCCCC>[O:1]1[CH2:5][CH2:4][O:3][CH:2]1[C:6]1[CH:10]=[CH:9][S:8][C:7]=1[S:16]([Cl:19])(=[O:18])=[O:17]. Reported procedure: To 23.4 g of 3-(1,3-dioxolan-2-yl)thiophene (S. Gronowitz, et al., Arkiv. Kemi., 20, 407 (1963)) in 100 ml of anhydrous tetrahydrofuran was added 100 ml of 1.6 molar n-butyllithium in hexane, with ice bath cooling. After stirring at room temperature for 20 minutes the mixture was cooled to -78° and sulfuryl chloride (16.2 g) was then added dropwise. This addition caused the suspended solids to form a tarry mass which broke up when the mixture was allowed to warm to room temperature. After stirri... Reactants: CC(=O)OCC1=C(N2[C@@H]([C@@H](C2=O)N)SC1)C(=O)O (7-aminocephalosporanic acid), C1(=CC=CC=C1)SCSCC(=O)Cl ([[(phenylthio)methyl]thio]acetyl chloride). Yields the product C(C)(=O)OCC1=C(N2C(C(C2SC1)NC(CSCSC1=CC=CC=C1)=O)=O)C(=O)O (3-[(acetyloxy)methyl]-7-[[[[(phenylthio)methyl]thio]acetyl]amino]-8-oxo-5-thia-1-azabicyclo[4.2.0]oct-2-ene-2-carboxylic acid). RXN SMILES: [CH3:1][C:2]([O:4][CH2:5][C:6]1[CH2:15][S:14][C@@H:9]2[C@H:10]([NH2:13])[C:11](=[O:12])[N:8]2[C:7]=1[C:16]([OH:18])=[O:17])=[O:3].[C:19]1([S:25][CH2:26][S:27][CH2:28][C:29](Cl)=[O:30])[CH:24]=[CH:23][CH:22]=[CH:21][CH:20]=1>>[C:2]([O:4][CH2:5][C:6]1[CH2:15][S:14][CH:9]2[N:8]([C:11](=[O:12])[CH:10]2[NH:13][C:29](=[O:30])[CH2:28][S:27][CH2:26][S:25][C:19]2[CH:24]=[CH:23][CH:22]=[CH:21][CH:20]=2)[C:7]=1[C:16]([OH:18])=[O:17])(=[O:3])[CH3:1]. Reported procedure: 3.1 gms. of 7-aminocephalosporanic acid and 3.4 gms. of [[(phenylthio)methyl]thio]acetyl chloride are treated according to the procedure of Example 3 to obtain DL-3-[(acetyloxy)methyl]-7-[[[[(phenylthio)methyl]thio]acetyl]amino]-8-oxo-5-thia-1-azabicyclo[4.2.0]oct-2-ene-2-carboxylic acid. For purification, this product is converted to its potassium salt with potassium ethyl hexanoate. The reaction mixture is acidified and extracted with ethyl acetate to obtain the purified free acid. This is dis... The reactants are Cl, CC(=O)Nc1ccc(-c2c(C#N)c(N)nc(Sc3ccccc3)c2C#N)cc1, CN(C)C=O. The product is CC(=O)Nc1ccc(-c2c(C#N)c(N)nc(S)c2C#N)cc1. Reaction SMILES: [ClH:29].[NH2:1][c:2]1[n:3][c:4]([S:22][c:23]2[cH:24][cH:25][cH:26][cH:27][cH:28]2)[c:5]([C:20]#[N:21])[c:6](-[c:10]2[cH:11][cH:12][c:13]([NH:16][C:17]([CH3:18])=[O:19])[cH:14][cH:15]2)[c:7]1[C:8]#[N:9].[O:30]=[CH:31][N:32]([CH3:33])[CH3:34]>>[NH2:1][c:2]1[n:3][c:4]([SH:22])[c:5]([C:20]#[N:21])[c:6](-[c:10]2[cH:11][cH:12][c:13]([NH:16][C:17]([CH3:18])=[O:19])[cH:14][cH:15]2)[c:7]1[C:8]#[N:9].